From a dataset of the Open Reaction Database (ORD), a public repository of structured organic reaction records. describe an organic reaction: reactants, conditions, products, and yield Reactants: N1=CC=C(C=C1)CCCN=[N+]=[N-] (3-(4-Pyridyl)-1-propylazide), C1(=CC=CC=C1)P(C1=CC=CC=C1)C1=CC=CC=C1 (triphenylphosphine). The solvent is O (H2O), C1CCOC1 (THF), CCOC(=O)C (EtOAc). Reaction conditions: time 24 hour. Yields the product N1=CC=C(C=C1)CCCN (3-(4-Pyridyl)-1-propylamine). As a reaction SMILES: [N:1]1[CH:6]=[CH:5][C:4]([CH2:7][CH2:8][CH2:9][N:10]=[N+]=[N-])=[CH:3][CH:2]=1.C1(P(C2C=CC=CC=2)C2C=CC=CC=2)C=CC=CC=1>O.C1COCC1.CCOC(C)=O>[N:1]1[CH:6]=[CH:5][C:4]([CH2:7][CH2:8][CH2:9][NH2:10])=[CH:3][CH:2]=1. Procedure: A solution of 2-4 (7.3 g, 41.2 mmol) in H2O (100 mL) and THF (200 mL) was treated with triphenylphosphine (43.3 g, 165 mmol) and the resulting slurry was stirred vigorously for 24 h. The solution was diluted with EtOAc and washed with 10% KHSO4. The aqueous layers were combined and basified to pH13 with 1N NaOH and extracted repeatedly with CH2 Cl2. The CH2Cl2 layers were combined, dried with brine and concentrated to give 2-5 as a yellow oil. Reactants: CC(=O)OC1CCC2C(CO)CCC12, O=C([O-])O, ClCCl, [Na+], O=[Cr](=O)([O-])Cl, c1cc[nH+]cc1. The product is CC(=O)OC1CCC2C(C=O)CCC12. As a reaction SMILES: [C:1]([CH3:2])(=[O:3])[O:4][CH:5]1[CH:6]2[CH2:7][CH2:8][CH:9]([CH2:13][OH:14])[CH:10]2[CH2:11][CH2:12]1.[C:26](=[O:27])([OH:28])[O-:29].[Cl:31][CH2:32][Cl:33].[Na+:30].[O:15]=[Cr:16]([Cl:17])([O-:18])=[O:19].[nH+:20]1[cH:21][cH:22][cH:23][cH:24][cH:25]1>>[C:1]([CH3:2])(=[O:3])[O:4][CH:5]1[CH:6]2[CH2:7][CH2:8][CH:9]([CH:13]=[O:14])[CH:10]2[CH2:11][CH2:12]1. Reactants: C1=CC(=CC=C1CCCC(=O)O)N(CCCl)CCCl (chlorambucil), N1C(=CC2=CC=CC=C12)CC(=O)O (2-indolylacetic acid), 2-acetic acid, 3- or 2-indolylacrylic acid, 5,6-dimethylxanthone 4-acetic acid, CC=1NC2=CC=CC=C2C1CC(=O)O ((2-methyl-3-indolyl)acetic acid), corticoid 21-carboxylic esters, N1C=C(C2=CC=CC=C12)CCCC(=O)O (indole-3-butyric acid), O1C(=CC(=O)C2=CC=CC(=C12)CC(=O)O)C1=CC=CC=C1 (flavone-8-acetic acid), COC=1C=C2C(=CNC2=CC1)CC(=O)O ((5-methoxyindol-3-yl)acetic acid), C1=CC2=C(C=C1/C=C/C(=O)O)OCO2 (3,4-(methylenedioxy)cinnamic acid), (N-methyl)-2- or -3-indolylacetic acid, N1C=C(C2=CC=CC=C12)CCC(=O)O (3-(3-indolyl)propionic acid), C1OC2=C(O1)C=C(C=C2)CC(=O)O (3,4-(methylenedioxy)phenylacetic acid). Yields the product N1C=C(C2=CC=CC=C12)CC(=O)O (3-Indolylacetic acid). RXN SMILES: [NH:1]1[C:9]2[C:4](=[CH:5][CH:6]=[CH:7][CH:8]=2)[CH:3]=[C:2]1CC(O)=O.N1C2C(=CC=CC=2)C(C[CH2:24][C:25]([OH:27])=[O:26])=C1.CC1NC2C(C=1CC(O)=O)=CC=CC=2.C1OC2C=C(CC(O)=O)C=CC=2O1.C1C(/C=C/C(O)=O)=CC2OCOC=2C=1.N1C2C(=CC=CC=2)C(CCCC(O)=O)=C1.COC1C=C2C(=CC=1)NC=C2CC(O)=O.O1C2C(=CC=CC=2CC(O)=O)C(=O)C=C1C1C=CC=CC=1.C1C(CCCC(O)=O)=CC=C(N(CCCl)CCCl)C=1>>[NH:1]1[C:9]2[C:4](=[CH:5][CH:6]=[CH:7][CH:8]=2)[C:3]([CH2:24][C:25]([OH:27])=[O:26])=[CH:2]1. Procedure: 2-indolylacetic acid; (N-methyl)-2- or -3-indolylacetic acid; 3-(3-indolyl)propionic acid; 3- or 2-indolylacrylic acid (also (N-methyl)); (2-methyl-3-indolyl)acetic acid, 3,4-(methylenedioxy)phenylacetic acid; 3,4-(methylenedioxy)cinnamic acid; indole-3-butyric acid; (5-methoxyindol-3-yl)acetic acid; naphthyl-1- or -2-acetic acid; flavone-8-acetic acid; 5,6-dimethylxanthone-4-acetic acid (L. L. Thomsen et al.: Cancer Chemother, Pharmacol. 31, 151ff. (1992) demonstrate that the corticoid 21-carbo... Reactants: compound, ClC1=NC=NC2=CC=C(C=C12)O (4-chloro-6-hydroxy-quinazoline), ClC1=NC=CC=C1Cl (2,3-dichloropyridine), NC1=NN(C=C1)C(F)F (3-amino-1-(difluoromethyl)-1H-pyrazole). The product is ClC=1C(=NC=CC1)OC=1C=C2C(=NC=NC2=CC1)NC1=NN(C=C1)C(F)F (6-[(3-Chloropyridin-2-yl)oxy]-N-[1-(difluoromethyl)-1H-pyrazol-3-yl]quinazolin-4-yl-amine). Reaction SMILES: Cl[C:2]1[C:7]([Cl:8])=[CH:6][CH:5]=[CH:4][N:3]=1.[NH2:9][C:10]1[CH:14]=[CH:13][N:12]([CH:15]([F:17])[F:16])[N:11]=1.Cl[C:19]1[C:28]2[C:23](=[CH:24][CH:25]=[C:26]([OH:29])[CH:27]=2)[N:22]=[CH:21][N:20]=1>>[Cl:8][C:7]1[C:2]([O:29][C:26]2[CH:27]=[C:28]3[C:23](=[CH:24][CH:25]=2)[N:22]=[CH:21][N:20]=[C:19]3[NH:9][C:10]2[CH:14]=[CH:13][N:12]([CH:15]([F:17])[F:16])[N:11]=2)=[N:3][CH:4]=[CH:5][CH:6]=1. Procedure details: The compound of Example 135 was manufactured by the same method as in Example 95, by a similar method thereto or by a combination of such a method with a conventional method using 2,3-dichloropyridine, 3-amino-1-(difluoromethyl)-1H-pyrazole and 4-chloro-6-hydroxy-quinazoline.